This data is from the Open Reaction Database (ORD), a public repository of structured organic reaction records. The task is: describe an organic reaction: reactants, conditions, products, and yield Starting materials: N[C@@H](CC1=CC=C(C=C1)O)C(=O)N[C@H](C)C(=O)OC (H-Tyr-D-Ala-OMe), KHCl3, C(C=C)Br (allyl bromide). The solvent is CO (methanol). The product is N([C@@H](CC1=CC=C(C=C1)O)C(=O)N[C@H](C)C(=O)OC)CC=C (Allyl-Tyr-D-Ala-OMe). Reaction SMILES: [NH2:1][C@H:2]([C:11]([NH:13][C@@H:14]([C:16]([O:18][CH3:19])=[O:17])[CH3:15])=[O:12])[CH2:3][C:4]1[CH:9]=[CH:8][C:7]([OH:10])=[CH:6][CH:5]=1.[CH2:20](Br)[CH:21]=[CH2:22]>CO>[NH:1]([CH2:22][CH:21]=[CH2:20])[C@H:2]([C:11]([NH:13][C@@H:14]([C:16]([O:18][CH3:19])=[O:17])[CH3:15])=[O:12])[CH2:3][C:4]1[CH:5]=[CH:6][C:7]([OH:10])=[CH:8][CH:9]=1. Procedure: 533 Mg. (2 meq.) of H-Tyr-D-Ala-OMe in 80 ml. of methanol with 400 mg. (4 meq.) of powdered KHCl3 and 484 mg. (4 meq.) of allyl bromide were refluxed 2.5 hours under nitrogen. The solution was evaporated to dryness and dried in vacuo over KOH. The desired product was purified by high performance liquid chromatography using reverse phase C-18 column and eluting with 0.1 molar NH4OAc ph 4.2 containing 23% acetonitrile. The mass spectrometric analysis of the isolated product confirms the presence o... Solvent: C(C)O (ethanol). Reaction SMILES: [C:1]1([CH:8]=[CH:7][C:5]([OH:6])=[CH:4][CH:3]=1)[OH:2].[OH-].[K+].O.C1(C)C=CC(S(O[CH2:22][CH:23]([O:25][CH2:26][CH2:27][CH2:28][CH2:29][CH2:30][CH2:31][CH2:32][CH3:33])[CH3:24])(=O)=O)=CC=1>C(O)C>[CH2:26]([O:25][CH:23]([CH3:22])[CH2:24][O:2][C:1]1[CH:8]=[CH:7][C:5]([OH:6])=[CH:4][CH:3]=1)[CH2:27][CH2:28][CH2:29][CH2:30][CH2:31][CH2:32][CH3:33] |f:1.2|. Procedure details: 17.0 g of hydroquinone, 11.4 g of 85% KOH, 7.5 ml of water and 200 ml of ethanol were added into a four-necked flask, and after the reaction for 5 hours, the mixture was elevated in temperature to 50° C. and 33 g of (2'-octyloxypropyl) p-toluenesulfonate was added dropwise thereto. After the reaction for 5 hours, the mixture was heated at reflux for 11 hours and thereafter ethanol was evaporated. The residue was added into 600 ml of water and acidified with hydrochloric acid. The mixture was ext... The product is C(CCCCCCC)OC(COC1=CC=C(O)C=C1)C (Hydroquinone mono(2'-octyloxypropyl) ether). The reactants are C1(=CC=C(C=C1)S(=O)(=O)OCC(C)OCCCCCCCC)C ((2'-octyloxypropyl) p-toluenesulfonate), C1(O)=CC=C(O)C=C1 (hydroquinone), [OH-].[K+] (KOH), O (water). Starting materials: N#Cc1ccc(Nc2cncnc2)cc1, CC(OS(C)(=O)=O)c1ccc([N+](=O)[O-])cc1. The product is C=C(c1ccc([N+](=O)[O-])cc1)N(c1ccc(C#N)cc1)c1cncnc1. Reaction SMILES: [C:1](#[N:2])[c:3]1[cH:4][cH:5][c:6]([NH:9][c:10]2[cH:11][n:12][cH:13][n:14][cH:15]2)[cH:7][cH:8]1.[CH3:16][S:17]([O:18][CH:21]([CH3:22])[c:23]1[cH:24][cH:25][c:26]([N+:29](=[O:30])[O-:31])[cH:27][cH:28]1)(=[O:19])=[O:20]>>[C:1](#[N:2])[c:3]1[cH:4][cH:5][c:6]([N:9]([c:10]2[cH:11][n:12][cH:13][n:14][cH:15]2)[C:21](=[CH2:22])[c:23]2[cH:24][cH:25][c:26]([N+:29](=[O:30])[O-:31])[cH:27][cH:28]2)[cH:7][cH:8]1.